This data is from the Open Reaction Database (ORD), a public repository of structured organic reaction records. The task is: describe an organic reaction: reactants, conditions, products, and yield The reactants are CN([C@H](COC=1C=CC(=NC1)F)C)C (5-[(S)-2-dimethylamino-1-propyloxy]-2-fluoro pyridine), O.C1(=CC=C(C=C1)S(=O)(=O)O)C (p-toluenesulfonic acid monohydrate), C(C)OCC (Ethyl ether). The solvent is C(C)(=O)OCC (ethyl acetate). Run at time 5 minute. Product: C1(=CC=C(C=C1)S(=O)(=O)O)C.CN([C@H](COC=1C=CC(=NC1)F)C)C (5-[(S)-2-dimethylamino-1-propyloxy]-2-fluoro pyridine p-toluenesulfonic acid). RXN SMILES: [CH3:1][N:2]([CH3:14])[C@@H:3]([CH3:13])[CH2:4][O:5][C:6]1[CH:7]=[CH:8][C:9]([F:12])=[N:10][CH:11]=1.O.[C:16]1([CH3:26])[CH:21]=[CH:20][C:19]([S:22]([OH:25])(=[O:24])=[O:23])=[CH:18][CH:17]=1.C(OCC)C>C(OCC)(=O)C>[C:16]1([CH3:26])[CH:17]=[CH:18][C:19]([S:22]([OH:25])(=[O:23])=[O:24])=[CH:20][CH:21]=1.[CH3:1][N:2]([CH3:14])[C@@H:3]([CH3:13])[CH2:4][O:5][C:6]1[CH:7]=[CH:8][C:9]([F:12])=[N:10][CH:11]=1 |f:1.2,5.6|. Reported procedure: A solution of 5A (88 mg, 0.444 mmol) in ethyl acetate (1 mL) was treated with p-toluenesulfonic acid monohydrate (89 mg, 0.467 mmol) and stirred for 5 minutes. Ethyl ether (30 mL) was added and stirred for an additional 5 minutes. The ether was decanted and the procedure was repeated. It was then dried under vacuum to provide 5 as a white solid. mp 81-83° C.; MS (CI/NH3) m/e 199 (M+H)+; 1H NMR (D2O, 500 MHz) δ: 1.43 (d, J=7 Hz, 3H), 2.40 (s, 3H), 2.91 (s, 6H), 3.90 (m, 1H), 4.26 (dd, J=8, 11 Hz,... Reactants: FC1=C(C=CC(=C1)F)[C@@]12N=C(SC[C@@H]1C[C@@H](OC2)C=O)NC(C2=CC=CC=C2)=O (N-[(4aR,6R,8aS)-8a-(2,4-difluorophenyl)-6-formyl-4,4a,5,6,8,8a-hexahydropyrano[3,4-d][1,3]thiazin-2-yl]benzamide), ICCC(=C)C (4-iodo-2-methylbut-1-ene), C(C)(C)(C)[Li] (tert-butyllithium). Run in C(C)OCC (diethyl ether), O1CCCC1 (tetrahydrofuran), [Cl-].[NH4+] (ammonium chloride), C(C)OCC (diethyl ether), C(C)OCC (diethyl ether). Reaction conditions: temperature -78 celsius, time 35 minute. The product is FC1=C(C=CC(=C1)F)[C@@]12N=C(SC[C@@H]1C[C@@H](OC2)C(CCC(=C)C)O)NC(C2=CC=CC=C2)=O (N-[(4aR,6R,8aS)-8a-(2,4-difluorophenyl)-6-(1-hydroxy-4-methylpent-4-en-1-yl)-4,4a,5,6,8,8a-hexahydropyrano[3,4-d][1,3]thiazin-2-yl]benzamide). RXN SMILES: I[CH2:2][CH2:3][C:4]([CH3:6])=[CH2:5].C([Li])(C)(C)C.[F:12][C:13]1[CH:18]=[C:17]([F:19])[CH:16]=[CH:15][C:14]=1[C@:20]12[CH2:29][O:28][C@@H:27]([CH:30]=[O:31])[CH2:26][C@H:25]1[CH2:24][S:23][C:22]([NH:32][C:33](=[O:40])[C:34]1[CH:39]=[CH:38][CH:37]=[CH:36][CH:35]=1)=[N:21]2>C(OCC)C.O1CCCC1.[Cl-].[NH4+]>[F:12][C:13]1[CH:18]=[C:17]([F:19])[CH:16]=[CH:15][C:14]=1[C@:20]12[CH2:29][O:28][C@@H:27]([CH:30]([OH:31])[CH2:2][CH2:3][C:4]([CH3:6])=[CH2:5])[CH2:26][C@H:25]1[CH2:24][S:23][C:22]([NH:32][C:33](=[O:40])[C:34]1[CH:35]=[CH:36][CH:37]=[CH:38][CH:39]=1)=[N:21]2 |f:5.6|. Procedure details: A solution of 4-iodo-2-methylbut-1-ene (942 mg, 4.8 mmol) in diethyl ether (5 mL) was added to a solution of tert-butyllithium (1.7 M in pentane, 5.65 mL, 9.6 mmol) in diethyl ether (15 mL) at −78° C. The reaction mixture was stirred at −78° C. for 35 minutes and then N-[(4aR,6R,8aS)-8a-(2,4-difluorophenyl)-6-formyl-4,4a,5,6,8,8a-hexahydropyrano[3,4-d][1,3]thiazin-2-yl]benzamide (P1) (400 mg, 0.96 mmol) in diethyl ether (5 mL) and tetrahydrofuran (4 mL) was added drop-wise over 10 minutes. The m... Starting materials: C1OCC2=C1C=CC=C2N (1,3-dihydrobenzo[c]furan-4-amine), diazonium salt, [N+](=O)([O-])[O-].[Na+] (sodium nitrate), Cl (hydrochloric acid), Cl (hydrochloric acid), S(=O)=O (sulfur dioxide), [N+](=O)([O-])[O-].[Na+] (sodium nitrate). Reagents/catalysts: O.O.[Cu](Cl)Cl (copper (II) chloride dihydrate). Solvent: O (water), O (water), C(C)(=O)O (acetic acid), C(C)(=O)O (acetic acid). Conditions: time 1 hour. Yields the product C1OCC2=C1C=CC=C2S(=O)(=O)Cl (1,3-dihydrobenzo[c]furan-4-sulfonyl chloride). RXN SMILES: [CH2:1]1[C:5]2[CH:6]=[CH:7][CH:8]=[C:9](N)[C:4]=2[CH2:3][O:2]1.[N+]([O-])([O-])=O.[Na+].[S:16](=[O:18])=[O:17].[ClH:19]>C(O)(=O)C.O.O.O.[Cu](Cl)Cl>[CH2:1]1[C:5]2[CH:6]=[CH:7][CH:8]=[C:9]([S:16]([Cl:19])(=[O:18])=[O:17])[C:4]=2[CH2:3][O:2]1 |f:1.2,7.8.9|. Procedure: A suspension of 22.1 g of the crude hydrochloride salt prepared in Example 2 in a mixture of 30 ml of concentrated hydrochloric acid and 30 ml acetic acid was cooled to 0°-5°. A solution of 6.2 g of sodium nitrate in 15 ml water was added dropwise at 0°-5°. The thick suspension was diluted with 19 ml of concentrated hydrochloric acid to facilitate stirring and 1.0 g of sodium nitrate was added; stirring was continued for 1 hour. The suspension of the diazonium salt was added portionwise at 0°-5°... Reactants: FC1(CC(C1)(C1=NC(=NO1)C1=CC(=C(C=C1)C)NC(=O)C1=CN=C2N1C=CC=C2)NC(OC(C)(C)C)=O)F (tert-butyl (3,3-difluoro-1-(3-(3-(imidazo[1,2-a]pyridine-3-carboxamido)-4-methylphenyl)-1,2,4-oxadiazol-5-yl)cyclobutyl)carbamate), Cl (HCl). The solvent is O1CCOCC1 (1,4-dioxane). Conditions: time 30 minute. Product: Cl.NC1(CC(C1)(F)F)C1=NC(=NO1)C=1C=CC(=C(C1)NC(=O)C1=CN=C2N1C=CC=C2)C (N-(5-(5-(1-amino-3,3-difluorocyclobutyl)-1,2,4-oxadiazol-3-yl)-2-methylphenyl)imidazo[1,2-a]pyridine-3-carboxamide hydrochloride). Reaction SMILES: [F:1][C:2]1([F:38])[CH2:5][C:4]([NH:30]C(=O)OC(C)(C)C)([C:6]2[O:10][N:9]=[C:8]([C:11]3[CH:16]=[CH:15][C:14]([CH3:17])=[C:13]([NH:18][C:19]([C:21]4[N:25]5[CH:26]=[CH:27][CH:28]=[CH:29][C:24]5=[N:23][CH:22]=4)=[O:20])[CH:12]=3)[N:7]=2)[CH2:3]1.[ClH:39]>O1CCOCC1>[ClH:39].[NH2:30][C:4]1([C:6]2[O:10][N:9]=[C:8]([C:11]3[CH:16]=[CH:15][C:14]([CH3:17])=[C:13]([NH:18][C:19]([C:21]4[N:25]5[CH:26]=[CH:27][CH:28]=[CH:29][C:24]5=[N:23][CH:22]=4)=[O:20])[CH:12]=3)[N:7]=2)[CH2:5][C:2]([F:38])([F:1])[CH2:3]1 |f:3.4|. Procedure details: To a flask was added tert-butyl (3,3-difluoro-1-(3-(3-(imidazo[1,2-a]pyridine-3-carboxamido)-4-methylphenyl)-1,2,4-oxadiazol-5-yl)cyclobutyl)carbamate (165) (169 mg, 0.3 mmol) and 4N HCl in 1,4-dioxane (1 mL). The reaction was stirred for 30 minutes. The solvent was concentrated and placed under high vacuum to afford N-(5-(5-(1-amino-3,3-difluorocyclobutyl)-1,2,4-oxadiazol-3-yl)-2-methylphenyl)imidazo[1,2-a]pyridine-3-carboxamide hydrochloride (166). MS m/z 425.2 (M+1)+.